Dataset: the Open Reaction Database (ORD), a public repository of structured organic reaction records. Task: describe an organic reaction: reactants, conditions, products, and yield The reactants are O1CCC(CC1)OCC=1C=C(C=NC1)C=1C=C2CCCNC2=NC1 (6-[5-(tetrahydro-pyran-4-yloxymethyl)-pyridin-3-yl]-1,2,3,4-tetrahydro-[1,8]naphthyridine), FC(C(=O)O)(F)F (trifluoroacetic acid). Run in C(Cl)Cl (DCM). Product: C(C)(C)(C)OC(=O)N1CCCC2=CC(=CN=C12)C=1C=NC=C(C1)COC1CCOCC1 (6-[5-(Tetrahydro-pyran-4-yloxymethyl)-pyridin-3-yl]-3,4-dihydro-2H-[1,8]naphthyridine-1-carboxylic acid tert-butyl ester). RXN SMILES: [O:1]1[CH2:6][CH2:5][CH:4]([O:7][CH2:8][C:9]2[CH:10]=[C:11]([C:15]3[CH:16]=[C:17]4[C:22](=[N:23][CH:24]=3)[NH:21][CH2:20][CH2:19][CH2:18]4)[CH:12]=[N:13][CH:14]=2)[CH2:3][CH2:2]1.FC(F)(F)[C:27]([OH:29])=[O:28]>C(Cl)Cl>[C:9]([O:29][C:27]([N:21]1[C:22]2[C:17](=[CH:16][C:15]([C:11]3[CH:12]=[N:13][CH:14]=[C:9]([CH2:8][O:7][CH:4]4[CH2:5][CH2:6][O:1][CH2:2][CH2:3]4)[CH:10]=3)=[CH:24][N:23]=2)[CH2:18][CH2:19][CH2:20]1)=[O:28])([CH3:10])([CH3:14])[CH3:8]. Procedure: 6-[5-(Tetrahydro-pyran-4-yloxymethyl)-pyridin-3-yl]-3,4-dihydro-2H-[1,8]naphthyridine-1-carboxylic acid tert-butyl ester is synthesized according to the procedure of Suzuki Coupling Method IV, as illustrated above. It is then used to prepare 6-[5-(tetrahydro-pyran-4-yloxymethyl)-pyridin-3-yl]-1,2,3,4-tetrahydro-[1,8]naphthyridine according to the procedure for Step 2 of Example 27 using 20% trifluoroacetic acid in DCM as the reagent. The reactants are O=C(Nc1c[nH]c2ncc(Br)c(F)c12)C1(C(F)(F)F)CC1, CCCCO, CC(C)(C)OC(=O)NC1CCCNC1. Product: CC(C)(C)OC(=O)NC1CCCN(c2c(Br)cnc3[nH]cc(NC(=O)C4(C(F)(F)F)CC4)c23)C1. RXN SMILES: [Br:1][c:2]1[c:3]([F:21])[c:4]2[c:5]([n:6][cH:7]1)[nH:8][cH:9][c:10]2[NH:11][C:12](=[O:13])[C:14]1([C:17]([F:18])([F:19])[F:20])[CH2:15][CH2:16]1.[CH2:36]([OH:37])[CH2:38][CH2:39][CH3:40].[NH:22]1[CH2:23][CH:24]([NH:28][C:29]([O:30][C:31]([CH3:32])([CH3:33])[CH3:34])=[O:35])[CH2:25][CH2:26][CH2:27]1>>[Br:1][c:2]1[c:3]([N:22]2[CH2:23][CH:24]([NH:28][C:29]([O:30][C:31]([CH3:32])([CH3:33])[CH3:34])=[O:35])[CH2:25][CH2:26][CH2:27]2)[c:4]2[c:5]([n:6][cH:7]1)[nH:8][cH:9][c:10]2[NH:11][C:12](=[O:13])[C:14]1([C:17]([F:18])([F:19])[F:20])[CH2:15][CH2:16]1. Starting materials: FC1=C(N)C=CC(=C1)I (2-fluoro-4-iodo-aniline), CNCCNC (N,N′-dimethylethylenediamine), N1C(COCC1)=O (morpholin-3-one), C([O-])([O-])=O.[K+].[K+] (potassium carbonate). Reagents/catalysts: [Cu]I (copper(I)iodide). Solvent: C1(=CC=CC=C1)C (toluene), O (Water). Run at temperature 140 celsius, time 2 hour. Yields the product NC1=C(C=C(C=C1)N1C(COCC1)=O)F (4-(4-amino-3-fluoro-phenyl)-morpholin-3-one). Reaction SMILES: [F:1][C:2]1[CH:8]=[C:7](I)[CH:6]=[CH:5][C:3]=1[NH2:4].[NH:10]1[CH2:15][CH2:14][O:13][CH2:12][C:11]1=[O:16].C(=O)([O-])[O-].[K+].[K+].CNCCNC>C1(C)C=CC=CC=1.[Cu]I.O>[NH2:4][C:3]1[CH:5]=[CH:6][C:7]([N:10]2[CH2:15][CH2:14][O:13][CH2:12][C:11]2=[O:16])=[CH:8][C:2]=1[F:1] |f:2.3.4|. Reported procedure: 2.0 g (8.4 mmol) 2-fluoro-4-iodo-aniline, 860 mg (8.5 mmol) morpholin-3-one, 162 mg (0.86 mmol) copper(I)iodide, 2.33 g (16.86 mmol) potassium carbonate and 91 μl N,N′-dimethylethylenediamine are suspended in 18 ml of toluene under an argon atmosphere and stirred for two hours in a microwave at a power of 35 Watts at 140° C. Water is added and the mixture is extracted three times with ethyl acetate. The combined organic phases are dried over sodium sulphate and evaporated to dryness. The residue... Starting materials: CCO, COc1cc(NC(C)=O)c(Cl)c(C(F)(F)F)c1Cl, [K+], [OH-], O. The product is COc1cc(N)c(Cl)c(C(F)(F)F)c1Cl. Reaction SMILES: [CH3:22][CH2:23][OH:24].[Cl:3][c:4]1[c:5]([NH:17][C:18](=[O:19])[CH3:20])[cH:6][c:7]([O:15][CH3:16])[c:8]([Cl:14])[c:9]1[C:10]([F:11])([F:12])[F:13].[K+:2].[OH-:1].[OH2:21]>>[Cl:3][c:4]1[c:5]([NH2:17])[cH:6][c:7]([O:15][CH3:16])[c:8]([Cl:14])[c:9]1[C:10]([F:11])([F:12])[F:13]. Product: CC1(C(CCC1)NC(C1=C(C=CC=C1)N1N=CC=N1)=O)NC1=NC=C(C=N1)C(F)(F)F (N-(2-Methyl-2-{[5-(trifluoromethyl)pyrimidin-2-yl]amino}cyclopentyl)-2-(2H-1,2,3-triazol-2-yl)benzamide). The reactants are CC1(C(CCC1)NC(C1=C(C=CC=C1)N1N=CC=N1)=O)NC1=NC=C(N=C1)C(F)(F)F (N-(2-Methyl-2-{[5-(trifluoromethyl)pyrazin-2-yl]amino}cyclopentyl)-2-(2H-1,2,3-triazol-2-yl)benzamide), ClC1=NC=C(C=N1)C(F)(F)F (2-chloro-5-(trifluoromethyl)pyrimidine), Cl.NC1(C(CCC1)NC(C1=C(C=CC=C1)N1N=CC=N1)=O)C (N-(2-amino-2-methylcyclopentyl)-2-(2H-1,2,3-triazol-2-yl)benzamide hydrochloride), Cl.NC1(C(CCC1)NC(C1=C(C=CC=C1)N1N=CC=N1)=O)C (N-(2-amino-2-methylcyclopentyl)-2-(2H-1,2,3-triazol-2-yl)benzamide hydrochloride). RXN SMILES: [CH3:1][C:2]1([NH:21][C:22]2C=N[C:25]([C:28]([F:31])([F:30])[F:29])=[CH:24][N:23]=2)[CH2:6][CH2:5][CH2:4][CH:3]1[NH:7][C:8](=[O:20])[C:9]1[CH:14]=[CH:13][CH:12]=[CH:11][C:10]=1[N:15]1[N:19]=[CH:18][CH:17]=[N:16]1.Cl.[NH2:33][C:34]1(C)CCCC1NC(=O)C1C=CC=CC=1N1N=CC=N1.ClC1N=CC(C(F)(F)F)=CN=1>>[CH3:1][C:2]1([NH:21][C:22]2[N:23]=[CH:24][C:25]([C:28]([F:29])([F:30])[F:31])=[CH:34][N:33]=2)[CH2:6][CH2:5][CH2:4][CH:3]1[NH:7][C:8](=[O:20])[C:9]1[CH:14]=[CH:13][CH:12]=[CH:11][C:10]=1[N:15]1[N:16]=[CH:17][CH:18]=[N:19]1 |f:1.2|. Reported procedure: Prepared according to the procedure for N-(2-methyl-2-{[5-(trifluoromethyl)pyrazin-2-yl]amino}cyclopentyl)-2-(2H-1,2,3-triazol-2-yl)benzamide (Example 82) from N-(2-amino-2-methylcyclopentyl)-2-(2H-1,2,3-triazol-2-yl)benzamide hydrochloride (Intermediate 26; 200 mg, 0.70 mmol) and 2-chloro-5-(trifluoromethyl)pyrimidine (CAS number 69034-12-4; 141 mg, 0.77 mmol) except this was purified by column chromatography (silica, 0-100% ethyl acetate/petrol) followed by reverse phase chromatography (C18 si... The reactants are O=Cc1cccc(CN(C(=O)c2cc(C(=O)O)c(C(=O)O)cc2C(=O)O)C2CCCc3ccccc32)c1, NOC1CCCCO1. The product is O=C(O)c1cc(C(=O)O)c(C(=O)N(Cc2cccc(C=NOC3CCCCO3)c2)C2CCCc3ccccc32)cc1C(=O)O. As a reaction SMILES: [CH:1](=[O:2])[c:3]1[cH:4][c:5]([CH2:6][N:7]([C:8](=[O:9])[c:10]2[c:11]([C:22](=[O:23])[OH:24])[cH:12][c:13]([C:19](=[O:20])[OH:21])[c:14]([C:16](=[O:17])[OH:18])[cH:15]2)[CH:25]2[CH2:26][CH2:27][CH2:28][c:29]3[cH:30][cH:31][cH:32][cH:33][c:34]32)[cH:35][cH:36][cH:37]1.[O:38]1[CH:39]([O:44][NH2:45])[CH2:40][CH2:41][CH2:42][CH2:43]1>>[CH:1]([c:3]1[cH:4][c:5]([CH2:6][N:7]([C:8](=[O:9])[c:10]2[c:11]([C:22](=[O:23])[OH:24])[cH:12][c:13]([C:19](=[O:20])[OH:21])[c:14]([C:16](=[O:17])[OH:18])[cH:15]2)[CH:25]2[CH2:26][CH2:27][CH2:28][c:29]3[cH:30][cH:31][cH:32][cH:33][c:34]32)[cH:35][cH:36][cH:37]1)=[N:45][O:44][CH:39]1[O:38][CH2:43][CH2:42][CH2:41][CH2:40]1.